Dataset: the Open Reaction Database (ORD), a public repository of structured organic reaction records. Task: describe an organic reaction: reactants, conditions, products, and yield The reactants are C(C)(C)(C)OC(=O)N[C@H](C(C)C)C(=O)O (Nα-t-butoxycarbonyl-D-valine), ( 2 ), C1(CCCCC1)N=C=NC1CCCCC1 (dicyclohexylcarbodiimide), C1(CCCCC1)N=C=NC1CCCCC1 (dicyclohexylcarbodiimide), ( 3 ), C(C)(C)(C)OC(=O)N[C@@H](CC1=CNC2=CC=CC=C12)C(=O)O (Nα-t-butoxycarbonyl-L-tryptophan), C1(CCCCC1)N=C=NC1CCCCC1 (dicyclohexylcarbodiimide), ( 1 ), C(C)(C)(C)OC(=O)N[C@@H](CC1=CC=C(C=C1)OCC1=CC=CC=C1)C(=O)O (Nα-t-butoxycarbonyl-O-benzyl-L-tyrosine), C(C)(C)(C)OC(=O)N[C@@H](COCC1=CC=CC=C1)C(=O)O (Nα-t-butoxycarbonyl-O-benzyl-L-serine). The product is C(C)(C)(C)OC(=O)N[C@@H](CC1=CNC2=CC=CC=C12)C(=O)N[C@@H](COCC1=CC=CC=C1)C(=O)N[C@@H](CC1=CC=C(C=C1)OCC1=CC=CC=C1)C(=O)N[C@H](C(C)C)C(=O)O (Nα-t-Butoxycarbonyl-L-tryptophyl-O-benzyl-L-seryl-O-benzyl-L-tyrosyl-D-valine). Reaction SMILES: C(OC([NH:8][C@@H:9]([C:13]([OH:15])=[O:14])[CH:10]([CH3:12])[CH3:11])=O)(C)(C)C.C(O[C:21]([NH:23][C@H:24]([C:40]([OH:42])=O)[CH2:25][C:26]1[CH:31]=[CH:30][C:29]([O:32][CH2:33][C:34]2[CH:39]=[CH:38][CH:37]=[CH:36][CH:35]=2)=[CH:28][CH:27]=1)=[O:22])(C)(C)C.C1(N=C=NC2CCCCC2)CCCCC1.C(O[C:63]([NH:65][C@H:66](C(O)=O)[CH2:67][O:68][CH2:69][C:70]1[CH:75]=[CH:74][CH:73]=[CH:72][CH:71]=1)=[O:64])(C)(C)C.[C:79]([O:83][C:84]([NH:86][C@H:87](C(O)=O)[CH2:88][C:89]1[C:97]2[C:92](=[CH:93][CH:94]=[CH:95][CH:96]=2)[NH:91][CH:90]=1)=[O:85])([CH3:82])([CH3:81])[CH3:80]>>[C:79]([O:83][C:84]([NH:86][C@H:87]([C:63]([NH:65][C@H:66]([C:21]([NH:23][C@H:24]([C:40]([NH:8][C@@H:9]([C:13]([OH:15])=[O:14])[CH:10]([CH3:12])[CH3:11])=[O:42])[CH2:25][C:26]1[CH:27]=[CH:28][C:29]([O:32][CH2:33][C:34]2[CH:35]=[CH:36][CH:37]=[CH:38][CH:39]=2)=[CH:30][CH:31]=1)=[O:22])[CH2:67][O:68][CH2:69][C:70]1[CH:71]=[CH:72][CH:73]=[CH:74][CH:75]=1)=[O:64])[CH2:88][C:89]1[C:97]2[C:92](=[CH:93][CH:94]=[CH:95][CH:96]=2)[NH:91][CH:90]=1)=[O:85])([CH3:80])([CH3:81])[CH3:82]. Procedure: Nα-t-Butoxycarbonyl-L-tryptophyl-O-benzyl-L-seryl-O-benzyl-L-tyrosyl-D-valine resin is prepared according to the procedure of Example 1 from Nα-t-butoxycarbonyl-D-valine resin, 11 g., 5 mmol, reacted successively with (1) 3.5 g., 9.4 mmol, of Nα-t-butoxycarbonyl-O-benzyl-L-tyrosine and 2 g., 9.7 mmol, of dicyclohexylcarbodiimide, (2) 3 g., 9.8 mmol, of Nα-t-butoxycarbonyl-O-benzyl-L-serine and 2 g. of dicyclohexylcarbodiimide and (3) 3 g., 9.85 mmol, of Nα-t-butoxycarbonyl-L-tryptophan and 2 g. ... Reactants: CC1([C@@H]([C@@H]1C#CC(OCC(Cl)(Cl)Cl)=O)C(=O)O)C ((1R,cis) 2,2-dimethyl-3-[3-oxo-3-(2,2,2-trichloroethoxy)-1-propynyl]-cyclopropane-carboxylic acid), CC1([C@@H]([C@@H]1\C=C/C(OCCOC)=O)C(=O)OC(C1=CC(=CC=C1)OC1=CC=CC=C1)C)C (α-methyl-3-phenoxy-benzyl (1R,cis) 2,2-dimethyl-3-[(Z)-3-oxo-3-(2-methoxyethoxy)-1-propenyl ]-cyclopropane-carboxylate), O(C1=CC=CC=C1)C=1C=C(C=CC1)C(C)O ((3-phenoxyl-phenyl)- ethanol). The product is CC1([C@@H]([C@@H]1C#CC(OCC(Cl)(Cl)Cl)=O)C(=O)OC(C1=CC(=CC=C1)OC1=CC=CC=C1)C)C (α-methyl-3-phenoxyl-benzyl (1R,cis) 2,2-dimethyl-3-[3-oxo-3-(2,2,2-trichloroethoxy)-1-propynyl]-cyclopropane-carboxylate). RXN SMILES: [CH3:1][C:2]1([CH3:18])[C@@H:4]([C:5]#[C:6][C:7](=[O:14])[O:8][CH2:9][C:10]([Cl:13])([Cl:12])[Cl:11])[C@H:3]1[C:15]([OH:17])=[O:16].CC1(C)[C@@H](/C=C\C(=O)OCCOC)[C@H]1C(O[CH:35]([CH3:49])[C:36]1[CH:41]=[CH:40][CH:39]=[C:38]([O:42][C:43]2[CH:48]=[CH:47][CH:46]=[CH:45][CH:44]=2)[CH:37]=1)=O.O(C1C=C(C(O)C)C=CC=1)C1C=CC=CC=1>>[CH3:1][C:2]1([CH3:18])[C@@H:4]([C:5]#[C:6][C:7](=[O:14])[O:8][CH2:9][C:10]([Cl:13])([Cl:11])[Cl:12])[C@H:3]1[C:15]([O:17][CH:35]([CH3:49])[C:36]1[CH:41]=[CH:40][CH:39]=[C:38]([O:42][C:43]2[CH:48]=[CH:47][CH:46]=[CH:45][CH:44]=2)[CH:37]=1)=[O:16]. Reported procedure: Using the procedure of Step D of Example 9, 6 g of (1R,cis) 2,2-dimethyl-3-[3-oxo-3-(2,2,2-trichloroethoxy)-1-propynyl]-cyclopropane-carboxylic acid and 4.1 g of 1-(R) (3-phenoxyl-phenyl)- ethanol were reacted to obtain after chromatography and elution with an 8-2 mixture of cyclohexaneethyl acetate 4.38 g of (R)α-methoxy-3-phenoxy-benzyl (1R, cis) 2,2-dimthyl-3-[3-oxo-3-(2,2,2-trichloroethoxy)-1-propynyl]-cyclopropane-carboxylate. Reaction SMILES: [F:1][C:2]([F:22])([F:21])[C:3]1[CH:4]=[C:5]([S:9]([N:12]2[CH2:16][C@H:15]3[C@H:17]([NH2:20])[CH2:18][CH2:19][C@H:14]3[CH2:13]2)(=[O:11])=[O:10])[CH:6]=[CH:7][CH:8]=1.[F:23][C:24]1[CH:31]=[CH:30][C:27]([CH:28]=O)=[CH:26][CH:25]=1.C(=O)C(C)(C)C>>[F:23][C:24]1[CH:31]=[CH:30][C:27]([CH2:28][NH:20][C@@H:17]2[C@@H:15]3[C@@H:14]([CH2:13][N:12]([S:9]([C:5]4[CH:6]=[CH:7][CH:8]=[C:3]([C:2]([F:1])([F:21])[F:22])[CH:4]=4)(=[O:10])=[O:11])[CH2:16]3)[CH2:19][CH2:18]2)=[CH:26][CH:25]=1. The product is FC1=CC=C(CN[C@H]2CC[C@@H]3CN(C[C@@H]32)S(=O)(=O)C3=CC(=CC=C3)C(F)(F)F)C=C1 ((3aR,4S,6aS)—N-(4-fluorobenzyl)-2-{[3-(trifluoromethyl)phenyl]sulfonyl}octahydrocyclopenta[c]pyrrol-4-amine). Reactants: FC(C=1C=C(C=CC1)S(=O)(=O)N1C[C@H]2[C@@H](C1)[C@@H](CC2)N)(F)F ((3aS,4R,6aR)-2-(3-(trifluoromethyl)phenylsulfonyl)octahydrocyclopenta[c]pyrrol-4-amine), FC1=CC=C(C=O)C=C1 (4-fluorobenzaldehyde), C(C(C)(C)C)=O (pivalaldehyde). Procedure: The title compound was prepared by substituting (3aR,4S,6aS)-2-(3-(trifluoromethyl)phenylsulfonyl)octahydrocyclopenta[c]pyrrol-4-amine from Step D of Example 252 for (3aS,4R,6aR)-2-(3-(trifluoromethyl)phenylsulfonyl)octahydrocyclopenta[c]pyrrol-4-amine and 4-fluorobenzaldehyde for pivalaldehyde in the procedure described in Example 281: 1H NMR (500 MHz, pyridine-d5) δ ppm 8.39-8.40 (bs, 1H), 8.22-8.24 (m, 1H), 7.93-7.95 (m, 1H), 7.75 (t, J=7.8 Hz, 1H), 7.41 (dd, J=8.3, 5.5 Hz, 2H), 7.13 (t, J=8.... Starting materials: NNC(=O)c1ccccc1, COc1ccc2c(c1)N(CCC1CCCCC1)C(=O)C2=O. The product is COc1ccc2c(c1)N(CCC1CCCCC1)C(=O)C2=NNC(=O)c1ccccc1. RXN SMILES: [C:22]([c:23]1[cH:24][cH:25][cH:26][cH:27][cH:28]1)(=[O:29])[NH:30][NH2:31].[CH:1]1([CH2:7][CH2:8][N:9]2[C:10](=[O:11])[C:12](=[O:13])[c:14]3[cH:15][cH:16][c:17]([O:20][CH3:21])[cH:18][c:19]32)[CH2:2][CH2:3][CH2:4][CH2:5][CH2:6]1>>[CH:1]1([CH2:7][CH2:8][N:9]2[C:10](=[O:11])[C:12](=[N:31][NH:30][C:22]([c:23]3[cH:24][cH:25][cH:26][cH:27][cH:28]3)=[O:29])[c:14]3[cH:15][cH:16][c:17]([O:20][CH3:21])[cH:18][c:19]32)[CH2:2][CH2:3][CH2:4][CH2:5][CH2:6]1.